From a dataset of the Open Reaction Database (ORD), a public repository of structured organic reaction records. describe an organic reaction: reactants, conditions, products, and yield RXN SMILES: [CH3:18][OH:19].[Na+:2].[O:3]1[CH2:4][CH2:5][S:6][CH:7]=[C:8]1[C:9]([C:10](=[O:11])[O:12][CH2:13][CH3:14])=[N:15][O:16][CH3:17].[OH-:1]>>[O:3]1[CH2:4][CH2:5][S:6][CH:7]=[C:8]1[C:9]([C:10](=[O:11])[OH:12])=[N:15][O:16][CH3:17]. The product is CON=C(C(=O)O)C1=CSCCO1. The reactants are CO, [Na+], CCOC(=O)C(=NOC)C1=CSCCO1, [OH-]. The reactants are Cl (hydrochloric acid), COC(NC=1C(=NC(=NC1N)C1=NN(C2=NC=CC=C21)CC2CCCCC2)N)=O (Methyl[4,6-diamino-2-(1-cyclohexylmethyl-1H-pyrazolo[3,4-b]pyridin-3-yl)pyrimidin-5-yl]carbamate), IC (iodomethane), [H-].[Na+] (sodium hydride). The solvent is CN(C=O)C (dimethylformamide). Conditions: time 10 minute. Yields the product NC1=NC(=NC(=C1N(C(OC)=O)C)N)C1=NN(C2=NC=CC=C21)CC2CCCCC2 (Methyl N-[4,6-diamino-2-(1-cyclohexylmethyl-1H-pyrazolo[3,4-b]pyridin-3-yl)pyrimidin-5-yl]-N-methylcarbamate). RXN SMILES: [CH3:1][O:2][C:3](=[O:29])[NH:4][C:5]1[C:6]([NH2:28])=[N:7][C:8]([C:12]2[C:20]3[C:15](=[N:16][CH:17]=[CH:18][CH:19]=3)[N:14]([CH2:21][CH:22]3[CH2:27][CH2:26][CH2:25][CH2:24][CH2:23]3)[N:13]=2)=[N:9][C:10]=1[NH2:11].[H-].[Na+].I[CH3:33].Cl>CN(C)C=O>[NH2:11][C:10]1[C:5]([N:4]([CH3:33])[C:3](=[O:29])[O:2][CH3:1])=[C:6]([NH2:28])[N:7]=[C:8]([C:12]2[C:20]3[C:15](=[N:16][CH:17]=[CH:18][CH:19]=3)[N:14]([CH2:21][CH:22]3[CH2:23][CH2:24][CH2:25][CH2:26][CH2:27]3)[N:13]=2)[N:9]=1 |f:1.2|. Reported procedure: 24 mg (61 μmol) of the compound of Example 1 were initially charged in 1 ml of dimethylformamide, and about 2.7 mg (70 μmol) of sodium hydride (60% in mineral oil) were added. The resulting mixture was stirred at RT for 10 min, 6 μl (9 μmol) of iodomethane were then added and the reaction was stirred overnight. 0.5 ml of 1N hydrochloric acid was added, and the entire mixture was separated by HPLC (Method 5). The appropriate fractions were concentrated on a rotary evaporator, and the residue was ... The reactants are CS(C)=O, NS(=O)(=O)c1ccc(Nc2nc(Cl)nc3[nH]ncc23)cc1, O=C(O)C(F)(F)F, Nc1ccc2[nH]ncc2c1. Product: NS(=O)(=O)c1ccc(Nc2nc(Nc3ccc4[nH]ncc4c3)nc3[nH]ncc23)cc1. RXN SMILES: [CH3:39][S:40]([CH3:41])=[O:42].[Cl:1][c:2]1[n:3][c:4]([NH:11][c:12]2[cH:13][cH:14][c:15]([S:18](=[O:19])(=[O:20])[NH2:21])[cH:16][cH:17]2)[c:5]2[c:6]([n:7]1)[nH:8][n:9][cH:10]2.[F:32][C:33]([F:34])([F:35])[C:36]([OH:37])=[O:38].[nH:22]1[n:23][cH:24][c:25]2[cH:26][c:27]([NH2:31])[cH:28][cH:29][c:30]12>>[c:2]1([NH:31][c:27]2[cH:26][c:25]3[cH:24][n:23][nH:22][c:30]3[cH:29][cH:28]2)[n:3][c:4]([NH:11][c:12]2[cH:13][cH:14][c:15]([S:18](=[O:19])(=[O:20])[NH2:21])[cH:16][cH:17]2)[c:5]2[c:6]([n:7]1)[nH:8][n:9][cH:10]2. The product is C(C)(C)(C)C1CCN(CC1)CC(C#N)=C (2-[(4-t-Butyl-1-piperidyl)methyl]propenenitrile). The reactants are C(#N)CC(=O)O (Cyanoacetic acid), C(=O)=O (carbon dioxide), C(C)(C)(C)C1CCNCC1 (4-t-butylpiperidine), C=O (formaldehyde). Procedure details: Cyanoacetic acid (1.75 g., 0.02 mole) was dissolved in 10 ml. of dioxane. In a five minute period 4-t-butylpiperidine (2.8 g., 0.02 mole) was added, the temperature rose to 25° C. from 15° C. obtained by prior cooling with an ice bath. The mixture which solidified became fluid upon the addition of 37% aqueous formaldehyde (3.6 g., 0.04 mole), the temperature rose to 30° C. and carbon dioxide evolution began. The mixture was stirred an additional 12 hours, was taken up in ether and the organic ph... Reaction conditions: time 12 hour. Reaction SMILES: [C:1]([CH2:3][C:4](O)=O)#[N:2].[C:7]([CH:11]1[CH2:16][CH2:15][NH:14][CH2:13][CH2:12]1)([CH3:10])([CH3:9])[CH3:8].C=O.[C:19](=O)=O>CCOCC.O1CCOCC1>[C:7]([CH:11]1[CH2:16][CH2:15][N:14]([CH2:19][C:3](=[CH2:4])[C:1]#[N:2])[CH2:13][CH2:12]1)([CH3:10])([CH3:9])[CH3:8]. The solvent is CCOCC (ether), O1CCOCC1 (dioxane). Starting materials: C (Darco), C(#N)N=C(NC=1C=NC(=CC1)N(C)C)OC1=CC=CC=C1 (N'-Cyano-N-(6-dimethylamino-3-pyridyl)-O-phenylisourea), C1(=CC=CC=C1)[C@@H](CC)N ((R)-(+)-1-phenylpropylamine), CN1CCOCC1 (N-methylmorpholine). Run in C(C)(C)O (isopropanol). Yields the product C(#N)N=C(NC=1C=NC(=CC1)N(C)C)N[C@H](CC)C1=CC=CC=C1 ((R)-N"-Cyano-N'-(1-phenylpropyl)-N-[6-(dimethylamino)-3-pyridyl]guanidine). The yield is 5.2%. Reaction SMILES: [C:1]([N:3]=[C:4](OC1C=CC=CC=1)[NH:5][C:6]1[CH:7]=[N:8][C:9]([N:12]([CH3:14])[CH3:13])=[CH:10][CH:11]=1)#[N:2].[C:22]1([C@H:28]([NH2:31])[CH2:29][CH3:30])[CH:27]=[CH:26][CH:25]=[CH:24][CH:23]=1.CN1CCOCC1.C>C(O)(C)C>[C:1]([N:3]=[C:4]([NH:31][C@@H:28]([C:22]1[CH:27]=[CH:26][CH:25]=[CH:24][CH:23]=1)[CH2:29][CH3:30])[NH:5][C:6]1[CH:7]=[N:8][C:9]([N:12]([CH3:13])[CH3:14])=[CH:10][CH:11]=1)#[N:2]. Procedure: A stirred solution of the product from Step 4 (2.00 g, 0.00711 mol), (R)-(+)-1-phenylpropylamine (1.06 g, 0.00784 mol), N-methylmorpholine (1.69 ml, 0.0154 mol) and isopropanol (13.3 ml) was refluxed, under nitrogen, until the reaction was shown to be complete by TLC (28 hours). It was then concentrated and the residue chromatographed on silica gel with 1 to 4% MeOH-CHCl3. A solution of the product thus obtained in MeOH-EtOAc was decolorized with Darco (activated charcoal) and crystallized from ... The reactants are C(C1=CC=CC=C1)(C1=CC=CC=C1)N1C=NC=C1C(=O)OC (1-benzhydryl-5-methoxycarbonyl-imidazole), C=O (formaldehyde). Product: C(C1=CC=CC=C1)(C1=CC=CC=C1)N1C(=NC=C1C(=O)OC)CO (1-benzhydryl-2-hydroxymethyl-5-methoxycarbonyl-imidazole). As a reaction SMILES: [CH:1]([N:14]1[C:18]([C:19]([O:21][CH3:22])=[O:20])=[CH:17][N:16]=[CH:15]1)([C:8]1[CH:13]=[CH:12][CH:11]=[CH:10][CH:9]=1)[C:2]1[CH:7]=[CH:6][CH:5]=[CH:4][CH:3]=1.[CH2:23]=[O:24]>>[CH:1]([N:14]1[C:18]([C:19]([O:21][CH3:22])=[O:20])=[CH:17][N:16]=[C:15]1[CH2:23][OH:24])([C:2]1[CH:7]=[CH:6][CH:5]=[CH:4][CH:3]=1)[C:8]1[CH:13]=[CH:12][CH:11]=[CH:10][CH:9]=1. Procedure details: 2.9 g (0.01 mol) of 1-benzhydryl-5-methoxycarbonyl-imidazole (Example 8) and 25 cc of 50% methanolic formaldehyde solution were heated for 36 hours to 135° C. 3.15 g of 1-benzhydryl-2-hydroxymethyl-5-methoxycarbonyl-imidazole, m.p. 160° C., were obtained from the reaction mixture in an almost quantitative yield. Starting materials: F[C@@H]1[C@@H]2[C@H]3CCC(C=C3C[C@H]([C@H]2[C@@H]2CCC([C@@]2(C)C1)=O)C)=O (11β-fluoro-7α-methylestr-4-ene-3,17-dione). The reagents and catalysts are [Cu](Br)Br (copper(II) bromide). Solvent: C(C)#N (acetonitrile), C(C)(=O)OCC (ethyl acetate). The product is F[C@@H]1[C@@H]2C=3C=CC(=CC3C[C@H]([C@H]2[C@@H]2CCC([C@@]2(C)C1)=O)C)O (11β-fluoro-3-hydroxy-7α-methylestra-1,3,5(10)-trien-17-one). Yield: 56.4%. Reaction SMILES: [F:1][C@H:2]1[CH2:19][C@@:17]2([CH3:18])[C@@H:13]([CH2:14][CH2:15][C:16]2=[O:20])[C@H:12]2[C@H:3]1[C@@H:4]1[C:9]([CH2:10][C@H:11]2[CH3:21])=[CH:8][C:7](=[O:22])[CH2:6][CH2:5]1>C(#N)C.C(OCC)(=O)C.[Cu](Br)Br>[F:1][C@H:2]1[CH2:19][C@@:17]2([CH3:18])[C@@H:13]([CH2:14][CH2:15][C:16]2=[O:20])[C@H:12]2[C@H:3]1[C:4]1[CH:5]=[CH:6][C:7]([OH:22])=[CH:8][C:9]=1[CH2:10][C@H:11]2[CH3:21]. Procedure details: A solution of 500 mg of 11β-fluoro-7α-methylestr-4-ene-3,17-dione in 16.5 ml of acetonitrile was stirred with 400 mg of copper(II) bromide for 6.5 hours at 25° C. Then, it was diluted with ethyl acetate, washed with sodium bicarbonate solution and sodium chloride solution, dried on sodium sulfate, concentrated by evaporation in a vacuum and chromatographed on silica gel with hexane/acetone. 280 mg of pure 11β-fluoro-3-hydroxy-7α-methylestra-1,3,5(10)-trien-17-one with a melting point of 185-186°...